Dataset: the Open Reaction Database (ORD), a public repository of structured organic reaction records. Task: describe an organic reaction: reactants, conditions, products, and yield Product: CC(Oc1ccc(F)cc1)C(=O)O. RXN SMILES: [Br:3][CH:4]([C:5](=[O:6])[OH:7])[CH3:8].[CH3:17][O:18][CH2:19][CH2:20][O:21][CH3:22].[F:9][c:10]1[cH:11][cH:12][c:13]([OH:16])[cH:14][cH:15]1.[H-:1].[Na+:2]>>[CH:4]([C:5](=[O:6])[OH:7])([CH3:8])[O:16][c:13]1[cH:12][cH:11][c:10]([F:9])[cH:15][cH:14]1. Reactants: CC(Br)C(=O)O, COCCOC, Oc1ccc(F)cc1, [H-], [Na+]. The reactants are O=C1CC(NC2=C(N1CC(=O)N(C1=CC=C(C=C1)OC)C(C)C)C=CC=C2)=O (2-(2,4-Dioxo-2,3,4,5-tetrahydro-benzo[b][1,4]diazepin-1-yl)-N-isopropyl-N-(4-methoxy-phenyl)-acetamide), Cu, C(C)(=O)[O-].[K+] (potassium acetate), BrC1=CC=NC=C1 (4-bromopyridine), hydrochloride salt, ClCCl (Dichloromethane). The solvent is CS(=O)C (DMSO). Reaction conditions: temperature 100 celsius. The product is O=C1CC(N(C2=C(N1CC(=O)N(C1=CC=C(C=C1)OC)C(C)C)C=CC=C2)C2=CC=NC=C2)=O (2-(2,4-Dioxo-5-pyridin-4-yl-2,3,4,5-tetrahydro-benzo[b][1,4]diazepin-1-yl)-N-isopropyl-N-(4-methoxy-phenyl)-acetamide). Yield: 50.4%. Reaction SMILES: [O:1]=[C:2]1[N:8]([CH2:9][C:10]([N:12]([CH:21]([CH3:23])[CH3:22])[C:13]2[CH:18]=[CH:17][C:16]([O:19][CH3:20])=[CH:15][CH:14]=2)=[O:11])[C:7]2[CH:24]=[CH:25][CH:26]=[CH:27][C:6]=2[NH:5][C:4](=[O:28])[CH2:3]1.C([O-])(=O)C.[K+].Br[C:35]1[CH:40]=[CH:39][N:38]=[CH:37][CH:36]=1.ClCCl>CS(C)=O>[O:1]=[C:2]1[N:8]([CH2:9][C:10]([N:12]([CH:21]([CH3:23])[CH3:22])[C:13]2[CH:18]=[CH:17][C:16]([O:19][CH3:20])=[CH:15][CH:14]=2)=[O:11])[C:7]2[CH:24]=[CH:25][CH:26]=[CH:27][C:6]=2[N:5]([C:35]2[CH:40]=[CH:39][N:38]=[CH:37][CH:36]=2)[C:4](=[O:28])[CH2:3]1 |f:1.2|. Procedure: To a stirring solution of 700 mg (1.89 mmol) 2-(2,4-Dioxo-2,3,4,5-tetrahydro-benzo[b][1,4]diazepin-1-yl)-N-isopropyl-N-(4-methoxy-phenyl)-acetamide in DMSO is added 370 mg of Cu powder (5.8 mmol, 3 equiv), 380 mg of potassium acetate (3.88 mmol, 2 equiv) and 500 mg of 4-bromopyridine (3.16 mmol, 1.7 equiv, freshly free-based from the hydrochloride salt). The reaction is heated to 100° C. for 16 h then poured onto ice. Dichloromethane is added, and the mixture is filtered through celite. The filt...